From a dataset of the Open Reaction Database (ORD), a public repository of structured organic reaction records. describe an organic reaction: reactants, conditions, products, and yield Reactants: CCOCC, CO, CCC(CC1CC(c2ccc(OC)cc2)C(OC(c2ccc3c(c2)N(CCCOC)CCO3)S(=O)(=O)c2ccc(C)cc2)CN1)c1nnn[nH]1, [Mg+2], C=[N+]=[N-], C=[N+]=[N-], O=S(=O)([O-])[O-]. The product is CCC(CC1CC(c2ccc(OC)cc2)C(OC(c2ccc3c(c2)N(CCCOC)CCO3)S(=O)(=O)c2ccc(C)cc2)CN1)c1nnnn1C. RXN SMILES: [CH2:1]([O:2][CH2:3][CH3:4])[CH3:5].[CH3:68][OH:69].[CH3:9][O:10][c:11]1[cH:12][cH:13][c:14]([CH:17]2[CH:18]([O:32][CH:33]([S:34](=[O:35])(=[O:36])[c:37]3[cH:38][cH:39][c:40]([CH3:43])[cH:41][cH:42]3)[c:44]3[cH:45][cH:46][c:47]4[c:48]([cH:58]3)[N:49]([CH2:53][CH2:54][CH2:55][O:56][CH3:57])[CH2:50][CH2:51][O:52]4)[CH2:19][NH:20][CH:21]([CH2:23][CH:24]([CH2:25][CH3:26])[c:27]3[n:28][n:29][n:30][nH:31]3)[CH2:22]2)[cH:15][cH:16]1.[Mg+2:59].[N+:65](=[CH2:66])=[N-:67].[N+:6](=[CH2:7])=[N-:8].[O-:60][S:61](=[O:62])(=[O:63])[O-:64]>>[CH3:1][n:28]1[c:27]([CH:24]([CH2:23][CH:21]2[NH:20][CH2:19][CH:18]([O:32][CH:33]([S:34](=[O:35])(=[O:36])[c:37]3[cH:38][cH:39][c:40]([CH3:43])[cH:41][cH:42]3)[c:44]3[cH:45][cH:46][c:47]4[c:48]([cH:58]3)[N:49]([CH2:53][CH2:54][CH2:55][O:56][CH3:57])[CH2:50][CH2:51][O:52]4)[CH:17]([c:14]3[cH:13][cH:12][c:11]([O:10][CH3:9])[cH:16][cH:15]3)[CH2:22]2)[CH2:25][CH3:26])[n:31][n:30][n:29]1. The reactants are CCOCCOc1ccc(-c2ccc3c(c2)C=C(C(=O)OC)CCN3C=O)cc1, C1CCOC1, CO, [Na+], [OH-]. Product: CCOCCOc1ccc(-c2ccc3c(c2)C=C(C(=O)O)CCN3C=O)cc1. As a reaction SMILES: [CH2:1]([CH3:2])[O:3][CH2:4][CH2:5][O:6][c:7]1[cH:8][cH:9][c:10](-[c:13]2[cH:14][cH:15][c:16]3[c:17]([cH:29]2)[CH:18]=[C:19]([C:25](=[O:26])[O:27][CH3:28])[CH2:20][CH2:21][N:22]3[CH:23]=[O:24])[cH:11][cH:12]1.[CH2:34]1[O:35][CH2:36][CH2:37][CH2:38]1.[CH3:32][OH:33].[Na+:31].[OH-:30]>>[CH2:1]([CH3:2])[O:3][CH2:4][CH2:5][O:6][c:7]1[cH:8][cH:9][c:10](-[c:13]2[cH:14][cH:15][c:16]3[c:17]([cH:29]2)[CH:18]=[C:19]([C:25](=[O:26])[OH:27])[CH2:20][CH2:21][N:22]3[CH:23]=[O:24])[cH:11][cH:12]1. Reactants: ClCCl, CC(C)(C)OC(=O)NC1CCC(c2cccc(F)c2F)CN(c2ccncc2)C1=O, O=C(O)C(F)(F)F. Product: NC1CCC(c2cccc(F)c2F)CN(c2ccncc2)C1=O. RXN SMILES: [Cl:38][CH2:39][Cl:40].[F:8][c:9]1[c:10]([CH:16]2[CH2:17][CH2:18][CH:19]([NH:30][C:31](=[O:32])[O:33][C:34]([CH3:35])([CH3:36])[CH3:37])[C:20](=[O:29])[N:21]([c:23]3[cH:24][cH:25][n:26][cH:27][cH:28]3)[CH2:22]2)[cH:11][cH:12][cH:13][c:14]1[F:15].[OH:1][C:2]([C:3]([F:4])([F:5])[F:6])=[O:7]>>[F:8][c:9]1[c:10]([CH:16]2[CH2:17][CH2:18][CH:19]([NH2:30])[C:20](=[O:29])[N:21]([c:23]3[cH:24][cH:25][n:26][cH:27][cH:28]3)[CH2:22]2)[cH:11][cH:12][cH:13][c:14]1[F:15]. The reactants are ClCCCCCCN1C(N(C2=C1C=CC=C2)C(=C)C)=O (1-(6-chlorohexyl)-1,3-dihydro-3-(1-methylethenyl)-2H-benzimidazol-2-one), FC1=CC=C(C=C1)C(N1CCNCC1)C1=CC=C(C=C1)F (1-[bis(4-fluorophenyl)methyl]piperazine), C([O-])([O-])=O.[Na+].[Na+] (sodium carbonate), [I-].[K+] (potassium iodide). The solvent is CC(CC(C)=O)C (4-methyl-2-pentanone), O (water). Yields the product Cl.Cl.FC1=CC=C(C=C1)C(N1CCN(CC1)CCCCCCN1C(NC2=C1C=CC=C2)=O)C2=CC=C(C=C2)F (1-[6-{4-[bis(4-fluorophenyl)methyl]-1-piperazinyl}hexyl]-1,3-dihydro-2H-benzimidazol-2-one dihydrochloride). RXN SMILES: [Cl:1][CH2:2][CH2:3][CH2:4][CH2:5][CH2:6][CH2:7][N:8]1[C:12]2[CH:13]=[CH:14][CH:15]=[CH:16][C:11]=2[N:10](C(C)=C)[C:9]1=[O:20].[F:21][C:22]1[CH:27]=[CH:26][C:25]([CH:28]([C:35]2[CH:40]=[CH:39][C:38]([F:41])=[CH:37][CH:36]=2)[N:29]2[CH2:34][CH2:33][NH:32][CH2:31][CH2:30]2)=[CH:24][CH:23]=1.C(=O)([O-])[O-].[Na+].[Na+].[I-].[K+]>O.CC(C)CC(=O)C>[ClH:1].[ClH:1].[F:41][C:38]1[CH:37]=[CH:36][C:35]([CH:28]([C:25]2[CH:26]=[CH:27][C:22]([F:21])=[CH:23][CH:24]=2)[N:29]2[CH2:30][CH2:31][N:32]([CH2:2][CH2:3][CH2:4][CH2:5][CH2:6][CH2:7][N:8]3[C:12]4[CH:13]=[CH:14][CH:15]=[CH:16][C:11]=4[NH:10][C:9]3=[O:20])[CH2:33][CH2:34]2)=[CH:40][CH:39]=1 |f:2.3.4,5.6,9.10.11|. Reported procedure: A mixture of 3.65 parts of 1-(6-chlorohexyl)-1,3-dihydro-3-(1-methylethenyl)-2H-benzimidazol-2-one, 2.9 parts of 1-[bis(4-fluorophenyl)methyl]piperazine, 2.65 parts of sodium carbonate, 0.1 parts of potassium iodide and 80 parts of 4-methyl-2-pentanone is stirred and refluxed overnight. The reaction mixture is cooled, water is added and the layers are separated. The organic phase is dried, filtered and evaporated. The residue is stirred for 30 minutes with a solution of 12 parts of a concentrate... RXN SMILES: [Br:1][CH2:2][C:3](Cl)=[O:4].[F:6][C:7]([F:23])([F:22])[C:8]1[CH:13]=[CH:12][CH:11]=[CH:10][C:9]=1[CH2:14][CH2:15][N:16]1[CH2:21][CH2:20][NH:19][CH2:18][CH2:17]1.O>ClCCl>[Br:1][CH2:2][C:3]([N:19]1[CH2:18][CH2:17][N:16]([CH2:15][CH2:14][C:9]2[CH:10]=[CH:11][CH:12]=[CH:13][C:8]=2[C:7]([F:22])([F:23])[F:6])[CH2:21][CH2:20]1)=[O:4]. Reactants: BrCC(=O)Cl (Bromoacetyl chloride), FC(C1=C(C=CC=C1)CCN1CCNCC1)(F)F (1-[2-[2-(trifluoromethyl)phenyl]ethyl]piperazine), O (water). Product: BrCC(=O)N1CCN(CC1)CCC1=C(C=CC=C1)C(F)(F)F (1-(2-bromo-1-oxoethyl)-4-[2-[2-(trifluoromethyl)phenyl]ethyl]piperazine). Reported procedure: Bromoacetyl chloride (0.125 mL) was added slowly to a chilled (5 ° C.) solution of 1-[2-[2-(trifluoromethyl)phenyl]ethyl]piperazine (0.774 g) in dichloromethane (20 mL) and the mixture was stirred in an ice bath for 45 minutes, then at room temperature for 18 hours. After the addition of water (20 mL), the organic layer was separated and washed in turn with 0.5N hydrochloric acid and sodium bicarbonate solution. The dried (MgSO4) extract was evaporated to give 0.5 g of 1-(2-bromo-1-oxoethyl)-4-[... Run at time 45 minute. Run in ClCCl (dichloromethane). Starting materials: C(C)(C)(C)OC(=O)N[C@@H](C(C)(C)C)C(=O)O (N-(tert-butoxycarbonyl)-L-tert-butylglycine), C(C)(C)(C)OC(NC(C(C)(C)C)C(NC1C(CC2=CC=CC=C12)O)=O)=O ([1-(2-Hydroxy-indan-1-ylcarbamoyl)-2,2-dimethyl-propyl]-carbamic acid tert.butyl ester), ClNC([O-])=O (chlorocarbamate), C(C)(C)(C)OC(=O)NC(C(=O)O)C(C)(C)C (2-tert.butoxycarbonylamino-3,3-dimetylbutyric acid), C1(CCCCC1)CN (cyclohexanemethylamine), C(C)OC(=O)C1(C(C1)C=C)NC(=O)C1N(CC(C1)OC1=CC(=NC2=CC(=CC=C12)OC)C1=CC=CC=C1)C(NC(C(C)(C)C)C(NC1C(CC2=CC=CC=C12)O)=O)=O (1-{[1-[1-(2-Hydroxy-indan-1-ylcarbamoyl)-2,2-dimethyl-propylcarbamoyl]4-(7-methoxy-2-phenyl-quinolin-4-yloxy)-pyrrolidin e-2-carbonyl]-amino}-2-vinyl-cyclopropanecarboxylic acid ethyl ester). Yields the product C1(CCCCC1)CNC(=O)[C@H](C(C)(C)C)NC(=O)N1[C@@H](C[C@H](C1)OC1=CC(=NC2=CC(=CC=C12)OC)C1=CC=CC=C1)C(=O)N[C@]1([C@@H](C1)C=C)C(=O)O ((1R,2S)-1-{[(2S,4R)-1-[(1S)-1-(Cyclohexylmethyl-carbamoyl)-2,2-dimethyl-propylcarbamoyl]-4-(7-methoxy-2-phenyl-quinolin-4-yloxy)-pyrrolidine-2-carbonyl]-amino}-2-vinyl-cyclopropanecarboxylic acid). Reaction SMILES: C(OC(N[C@H](C(O)=O)C(C)(C)C)=O)(C)(C)C.C(OC(NC(C(C)(C)C)C(O)=O)=O)(C)(C)C.[CH:33]1([CH2:39][NH2:40])[CH2:38][CH2:37][CH2:36][CH2:35][CH2:34]1.C(OC(=O)NC(C(=O)NC1C2C(=CC=CC=2)CC1O)C(C)(C)C)(C)(C)C.ClNC(=O)[O-].C([O:74][C:75]([C:77]1([NH:82][C:83]([CH:85]2[CH2:89][CH:88]([O:90][C:91]3[C:100]4[C:95](=[CH:96][C:97]([O:101][CH3:102])=[CH:98][CH:99]=4)[N:94]=[C:93]([C:103]4[CH:108]=[CH:107][CH:106]=[CH:105][CH:104]=4)[CH:92]=3)[CH2:87][N:86]2[C:109](=[O:129])[NH:110][CH:111]([C:116](=[O:128])NC2C3C(=CC=CC=3)CC2O)[C:112]([CH3:115])([CH3:114])[CH3:113])=[O:84])[CH2:79][CH:78]1[CH:80]=[CH2:81])=[O:76])C>>[CH:33]1([CH2:39][NH:40][C:116]([C@@H:111]([NH:110][C:109]([N:86]2[CH2:87][C@H:88]([O:90][C:91]3[C:100]4[C:95](=[CH:96][C:97]([O:101][CH3:102])=[CH:98][CH:99]=4)[N:94]=[C:93]([C:103]4[CH:108]=[CH:107][CH:106]=[CH:105][CH:104]=4)[CH:92]=3)[CH2:89][C@H:85]2[C:83]([NH:82][C@:77]2([C:75]([OH:76])=[O:74])[CH2:79][C@H:78]2[CH:80]=[CH2:81])=[O:84])=[O:129])[C:112]([CH3:115])([CH3:114])[CH3:113])=[O:128])[CH2:38][CH2:37][CH2:36][CH2:35][CH2:34]1. Procedure details: N-(tert-butoxycarbonyl)-L-tert-butylglycine was attached to the resin as described for the preparation of compound 16 followed by reaction with cyclohexanemethylamine as described for the preparation of 17 and removal of the Boc group as described for 18. The afforded compound was then reacted with the chlorocarbamate achieved from 12 as described for the preparation of 13 which gave the title compound. Purity by HPLC>95%. M+H+726.3.